From a dataset of the Open Reaction Database (ORD), a public repository of structured organic reaction records. describe an organic reaction: reactants, conditions, products, and yield The reactants are C1COCCN1, Cn1cc(C(=O)O)cn1, ClCCl, O, On1nnc2ccccc21. The product is Cn1cc(C(=O)N2CCOCC2)cn1. RXN SMILES: [CH2:20]1[CH2:21][O:22][CH2:23][CH2:24][NH:25]1.[CH3:1][n:2]1[n:3][cH:4][c:5]([C:7](=[O:8])[OH:9])[cH:6]1.[Cl:26][CH2:27][Cl:28].[OH2:29].[OH:10][n:11]1[c:12]2[c:13]([cH:14][cH:15][cH:16][cH:17]2)[n:18][n:19]1>>[CH3:1][n:2]1[n:3][cH:4][c:5]([C:7](=[O:9])[N:25]2[CH2:20][CH2:21][O:22][CH2:23][CH2:24]2)[cH:6]1. Starting materials: O.NN (Hydrazine monohydrate), COC(=O)C=1C=NC(=C(C1)C1=CC(=C(C=C1)Cl)F)OCC(F)(F)F (5-(4-Chloro-3-fluoro-phenyl)-6-(2,2,2-trifluoro-ethoxy)-3-pyridinecarboxylic acid methyl ester), C(=O)([O-])[O-].[Na+].[Na+] (Na2CO3). Solvent: C(C)O (ethanol). Reaction conditions: temperature 85 celsius. Product: ClC1=C(C=C(C=C1)C=1C=C(C=NC1OCC(F)(F)F)C(=O)NN)F (5-(4-Chloro-3-fluorophenyl)-6-(2,2,2-trifluoroethoxy)-3-pyridinecarboxylic acid hydrazide). Isolated yield 64.9%. RXN SMILES: C[O:2][C:3]([C:5]1[CH:6]=[N:7][C:8]([O:19][CH2:20][C:21]([F:24])([F:23])[F:22])=[C:9]([C:11]2[CH:16]=[CH:15][C:14]([Cl:17])=[C:13]([F:18])[CH:12]=2)[CH:10]=1)=O.O.[NH2:26][NH2:27].C([O-])([O-])=O.[Na+].[Na+]>C(O)C>[Cl:17][C:14]1[CH:15]=[CH:16][C:11]([C:9]2[CH:10]=[C:5]([C:3]([NH:26][NH2:27])=[O:2])[CH:6]=[N:7][C:8]=2[O:19][CH2:20][C:21]([F:24])([F:23])[F:22])=[CH:12][C:13]=1[F:18] |f:1.2,3.4.5|. Reported procedure: 5-(4-Chloro-3-fluoro-phenyl)-6-(2,2,2-trifluoro-ethoxy)-3-pyridinecarboxylic acid methyl ester (97 mg, 267 μmol) was dissolved in ethanol (2 mL) to give a light yellow solution. Hydrazine monohydrate (134 mg, 130 μl, 2.67 mmol) was added under argon. The reaction mixture was stirred under argon at reflux temperature (85° C.) for 5 h. Subsequently the reaction mixture was poured into 10 mL saturated aqueous Na2CO3 solution and extracted with isopropyl acetate (2×20 mL). The organic layers were co... Starting materials: [BH4-], COc1ccc(CNc2cccc(CCCCC(=O)C=Cc3cnc4ccccc4n3)n2)cc1, CO, [Na+]. Yields the product COc1ccc(CNc2cccc(CCCCC(O)C=Cc3cnc4ccccc4n3)n2)cc1. Reaction SMILES: [BH4-:35].[CH3:1][O:2][c:3]1[cH:4][cH:5][c:6]([CH2:7][NH:8][c:9]2[cH:10][cH:11][cH:12][c:13]([CH2:15][CH2:16][CH2:17][CH2:18][C:19]([CH:20]=[CH:21][c:22]3[n:23][c:24]4[cH:25][cH:26][cH:27][cH:28][c:29]4[n:30][cH:31]3)=[O:32])[n:14]2)[cH:33][cH:34]1.[CH3:37][OH:38].[Na+:36]>>[CH3:1][O:2][c:3]1[cH:4][cH:5][c:6]([CH2:7][NH:8][c:9]2[cH:10][cH:11][cH:12][c:13]([CH2:15][CH2:16][CH2:17][CH2:18][CH:19]([CH:20]=[CH:21][c:22]3[n:23][c:24]4[cH:25][cH:26][cH:27][cH:28][c:29]4[n:30][cH:31]3)[OH:32])[n:14]2)[cH:33][cH:34]1. Starting materials: O=C(Cl)N1CCc2ccccc2CO1, ClCCl, c1ccc(N2CCNCC2)cc1. The product is O=C(N1CCN(c2ccccc2)CC1)N1CCc2ccccc2CO1. Reaction SMILES: [Cl:13][C:14](=[O:15])[N:16]1[O:17][CH2:18][c:19]2[c:20]([cH:23][cH:24][cH:25][cH:26]2)[CH2:21][CH2:22]1.[Cl:27][CH2:28][Cl:29].[c:1]1([N:7]2[CH2:8][CH2:9][NH:10][CH2:11][CH2:12]2)[cH:2][cH:3][cH:4][cH:5][cH:6]1>>[c:1]1([N:7]2[CH2:8][CH2:9][N:10]([C:14](=[O:15])[N:16]3[O:17][CH2:18][c:19]4[c:20]([cH:23][cH:24][cH:25][cH:26]4)[CH2:21][CH2:22]3)[CH2:11][CH2:12]2)[cH:2][cH:3][cH:4][cH:5][cH:6]1. Starting materials: C1COCCO1, Cc1cc(-c2nc(CS(C)(=O)=O)cc(N3CCOCC3C)n2)ccc1N, O=C=Nc1ccccc1. Yields the product Cc1cc(-c2nc(CS(C)(=O)=O)cc(N3CCOCC3C)n2)ccc1NC(=O)Nc1ccccc1. Reaction SMILES: [CH2:36]1[O:37][CH2:38][CH2:39][O:40][CH2:41]1.[CH3:1][c:2]1[c:3]([NH2:4])[cH:5][cH:6][c:7](-[c:9]2[n:10][c:11]([CH2:22][S:23](=[O:24])(=[O:25])[CH3:26])[cH:12][c:13]([N:15]3[CH:16]([CH3:21])[CH2:17][O:18][CH2:19][CH2:20]3)[n:14]2)[cH:8]1.[c:27]1([N:33]=[C:34]=[O:35])[cH:28][cH:29][cH:30][cH:31][cH:32]1>>[CH3:1][c:2]1[c:3]([NH:4][C:34]([NH:33][c:27]2[cH:28][cH:29][cH:30][cH:31][cH:32]2)=[O:35])[cH:5][cH:6][c:7](-[c:9]2[n:10][c:11]([CH2:22][S:23](=[O:24])(=[O:25])[CH3:26])[cH:12][c:13]([N:15]3[CH:16]([CH3:21])[CH2:17][O:18][CH2:19][CH2:20]3)[n:14]2)[cH:8]1. Starting materials: O=C([O-])[O-], CCOC(Cc1ccc(O)cc1F)C(=O)OC, ClCc1csc(-c2ccc(Cl)cc2)n1, [Cs+], [Cs+], [I-], [K+]. Yields the product CCOC(Cc1ccc(OCc2csc(-c3ccc(Cl)cc3)n2)cc1F)C(=O)OC. Reaction SMILES: [C:32](=[O:33])([O-:34])[O-:35].[CH3:1][O:2][C:3]([CH:4]([CH2:5][c:6]1[c:7]([F:13])[cH:8][c:9]([OH:12])[cH:10][cH:11]1)[O:14][CH2:15][CH3:16])=[O:17].[Cl:18][CH2:19][c:20]1[n:21][c:22](-[c:25]2[cH:26][cH:27][c:28]([Cl:31])[cH:29][cH:30]2)[s:23][cH:24]1.[Cs+:36].[Cs+:37].[I-:39].[K+:38]>>[CH3:1][O:2][C:3]([CH:4]([CH2:5][c:6]1[c:7]([F:13])[cH:8][c:9]([O:12][CH2:19][c:20]2[n:21][c:22](-[c:25]3[cH:26][cH:27][c:28]([Cl:31])[cH:29][cH:30]3)[s:23][cH:24]2)[cH:10][cH:11]1)[O:14][CH2:15][CH3:16])=[O:17].